From a dataset of the Open Reaction Database (ORD), a public repository of structured organic reaction records. describe an organic reaction: reactants, conditions, products, and yield The reactants are Phosphites, P(OC1=CC=CC=C1)(OC1=CC=CC=C1)=O (Diphenyl Phosphonate), P(OC1=CC=C(C=C1)Cl)(OC1=CC=C(C=C1)Cl)OC1=CC=C(C=C1)Cl (tris(4-chlorophenyl) phosphite), P(OC1=CC=C(C=C1)F)(OC1=CC=C(C=C1)F)OC1=CC=C(C=C1)F (tris(4-fluorophenyl) phosphite), ClC1=CC=C(C=C1)O (4-chlorophenol), P(Cl)(Cl)Cl (phosphorous trichloride), Phosphonates, FC1=CC=C(C=C1)O (4-fluorophenol), P(Cl)(Cl)Cl (phosphorous trichloride), Esters, [P] (Phosphorus). Solvent: C(C)N(CC)CC (triethyl amine), C(C)N(CC)CC (triethyl amine). Yields the product P(OC1=CC=C(C=C1)Cl)(OC1=CC=C(C=C1)Cl)[O-] (Di(4-chlorophenyl) phosphite), P(OC1=CC=C(C=C1)F)(OC1=CC=C(C=C1)F)[O-] (di(4-fluorophenyl) phosphite), P(OC1=CC=C(C=C1)Cl)(OC1=CC=C(C=C1)Cl)OC1=CC=C(C=C1)Cl (Tris(4-chlorophenyl) phosphite), P(OC1=CC=C(C=C1)F)(OC1=CC=C(C=C1)F)OC1=CC=C(C=C1)F (tris(4-fluorophenyl) phosphite). RXN SMILES: [P:1]([O:18][C:19]1[CH:24]=[CH:23][C:22]([Cl:25])=[CH:21][CH:20]=1)([O:10][C:11]1[CH:16]=[CH:15][C:14]([Cl:17])=[CH:13][CH:12]=1)[O:2][C:3]1[CH:8]=[CH:7][C:6]([Cl:9])=[CH:5][CH:4]=1.[P:26]([O:43][C:44]1[CH:49]=[CH:48][C:47]([F:50])=[CH:46][CH:45]=1)([O:35][C:36]1[CH:41]=[CH:40][C:39]([F:42])=[CH:38][CH:37]=1)[O:27][C:28]1[CH:33]=[CH:32][C:31]([F:34])=[CH:30][CH:29]=1.P(=O)(OC1C=CC=CC=1)OC1C=CC=CC=1.ClC1C=CC(O)=CC=1.P(Cl)(Cl)Cl.[P].FC1C=CC(O)=CC=1>C(N(CC)CC)C>[P:1]([O-:18])([O:2][C:3]1[CH:8]=[CH:7][C:6]([Cl:9])=[CH:5][CH:4]=1)[O:10][C:11]1[CH:12]=[CH:13][C:14]([Cl:17])=[CH:15][CH:16]=1.[P:26]([O-:43])([O:27][C:28]1[CH:33]=[CH:32][C:31]([F:34])=[CH:30][CH:29]=1)[O:35][C:36]1[CH:37]=[CH:38][C:39]([F:42])=[CH:40][CH:41]=1.[P:1]([O:18][C:19]1[CH:24]=[CH:23][C:22]([Cl:25])=[CH:21][CH:20]=1)([O:10][C:11]1[CH:12]=[CH:13][C:14]([Cl:17])=[CH:15][CH:16]=1)[O:2][C:3]1[CH:8]=[CH:7][C:6]([Cl:9])=[CH:5][CH:4]=1.[P:26]([O:43][C:44]1[CH:49]=[CH:48][C:47]([F:50])=[CH:46][CH:45]=1)([O:35][C:36]1[CH:37]=[CH:38][C:39]([F:42])=[CH:40][CH:41]=1)[O:27][C:28]1[CH:33]=[CH:32][C:31]([F:34])=[CH:30][CH:29]=1. Procedure details: Di(4-chlorophenyl) phosphite and di(4-fluorophenyl) phosphite were prepared from tris(4-chlorophenyl) phosphite and tris(4-fluorophenyl) phosphite, respectively using a previously described procedure (Walsh, E. N., Conversion of Tertiary Phosphites to Secondary Phosphonates. Diphenyl Phosphonate, J. Am. Chem. Soc. 1959, 81, 3023-6). Tris(4-chlorophenyl) phosphite was prepared from 4-chlorophenol and phosphorous trichloride with three equivalents of triethyl amine as a base using a modification o... Reactants: CCCCCC (n-Hexane), C(C)(C)(C)OC(=O)N1[C@@H](C[C@H](C1)O)CO[Si](C1=CC=CC=C1)(C1=CC=CC=C1)C(C)(C)C (trans-1-tert-butoxycarbonyl-(2S)-(tert-butyldiphenylsilyloxy) methyl-4-hydroxypyrrolidine), C1=CC=C(C=C1)P(C2=CC=CC=C2)C3=CC=CC=C3 (Ph3P), C(Br)(Br)(Br)Br (CBr4). Run in C1CCOC1 (THF). Conditions: time 0.5 hour. The product is Br[C@H]1C[C@H](N(C1)C(=O)OC(C)(C)C)CO[Si](C1=CC=CC=C1)(C1=CC=CC=C1)C(C)(C)C (cis-4-bromo-1-tert-butoxycarbonyl-(2S)-(tert-butyldiphenylsilyloxy) methylpyrrolidine). Isolated yield 96.4%. Reaction SMILES: [C:1]([O:5][C:6]([N:8]1[CH2:12][C@H:11](O)[CH2:10][C@H:9]1[CH2:14][O:15][Si:16]([C:29]([CH3:32])([CH3:31])[CH3:30])([C:23]1[CH:28]=[CH:27][CH:26]=[CH:25][CH:24]=1)[C:17]1[CH:22]=[CH:21][CH:20]=[CH:19][CH:18]=1)=[O:7])([CH3:4])([CH3:3])[CH3:2].C1C=CC(P(C2C=CC=CC=2)C2C=CC=CC=2)=CC=1.C(Br)(Br)(Br)[Br:53].CCCCCC>C1COCC1>[Br:53][C@@H:11]1[CH2:12][N:8]([C:6]([O:5][C:1]([CH3:4])([CH3:3])[CH3:2])=[O:7])[C@H:9]([CH2:14][O:15][Si:16]([C:29]([CH3:32])([CH3:31])[CH3:30])([C:23]2[CH:28]=[CH:27][CH:26]=[CH:25][CH:24]=2)[C:17]2[CH:22]=[CH:21][CH:20]=[CH:19][CH:18]=2)[CH2:10]1. Procedure: To a stirred solution of trans-1-tert-butoxycarbonyl-(2S)-(tert-butyldiphenylsilyloxy) methyl-4-hydroxypyrrolidine (910 mg, 2.0 mmol) and Ph3P (628 mg, 2.4 mmol) in THF (20 ml) was added CBr4 (993 mg, 3.0 mmol) at room temperature. The reaction mixture was stirred at room temperature for 0.5 hr. n-Hexane (40 ml) was added thereto. The resulting solid was filtered off, and dried in vacuo. The residue was purified by column chromatography on silica gel with n-hexane to n-hexane-EtOAc (3:2, v/v) as... Starting materials: C1=CC=CC2=CC=CC=C12 (naphthalene), C1(CCC(=O)O1)=O (succinic anhydride), [Cl-].[Cl-].[Cl-].[Al+3] (aluminum trichloride). The solvent is [N+](=O)([O-])C1=CC=CC=C1 (nitrobenzene). Product: C1(=CC=CC2=CC=CC=C12)C(=O)CCC(=O)O (3-(1-naph thoyl)propionic acid). Reaction SMILES: [CH:1]1[C:10]2[C:5](=[CH:6][CH:7]=[CH:8][CH:9]=2)[CH:4]=[CH:3][CH:2]=1.[C:11]1(=[O:17])[O:16][C:14](=[O:15])[CH2:13][CH2:12]1.[Cl-].[Cl-].[Cl-].[Al+3]>[N+](C1C=CC=CC=1)([O-])=O>[C:9]1([C:11]([CH2:12][CH2:13][C:14]([OH:16])=[O:15])=[O:17])[C:10]2[C:5](=[CH:4][CH:3]=[CH:2][CH:1]=2)[CH:6]=[CH:7][CH:8]=1 |f:2.3.4.5|. Procedure: A mixture of naphthalene (40 g) and succinic anhydride (20 g) was added to a well stirred suspension of aluminum trichloride (55 g) in nitrobenzene (140 ml). The resulting mixture was stirred overnight at room temperature. The mixture was then poured slowly onto ice-water (600 g) and acidified with 6N-hydrochloric add. The crude acid was filtered, washed with water until washings were neutral and recrystallized from ethanol yielding the product (m.p. 170°-172° C.). Reactants: CC(=O)[O-].[Na+] (NaOAc), C(C)(C)(C)OC(=O)NN1CCC(CC1)CCO (2(N-t-Butyloxycarbonylaminopiperidin-4-yl)ethanol), [Cr](=O)(=O)([O-])Cl.[NH+]1=CC=CC=C1 (pyridiniumchlorochromate). Solvent: C(Cl)Cl (CH2Cl2), CCOCC (Et2O), C(Cl)Cl (CH2Cl2). Reaction conditions: time 3 hour. The product is C(C)(C)(C)OC(=O)N1CCC(CC1)CC=O (2-(N-t-Butyloxycarbonylpiperidin-4-yl)acetaldehyde). As a reaction SMILES: [Cr](Cl)([O-])(=O)=O.[NH+:6]1[CH:11]=[CH:10][CH:9]=[CH:8][CH:7]=1.[CH3:12][C:13]([O-])=[O:14].[Na+].[C:17]([O:21][C:22](NN1CCC(CCO)CC1)=[O:23])([CH3:20])([CH3:19])[CH3:18]>C(Cl)Cl.CCOCC>[C:17]([O:21][C:22]([N:6]1[CH2:11][CH2:10][CH:9]([CH2:12][CH:13]=[O:14])[CH2:8][CH2:7]1)=[O:23])([CH3:20])([CH3:19])[CH3:18] |f:0.1,2.3|. Reported procedure: A solution of CH2Cl2 (200 mL) was treated with pyridiniumchlorochromate (PCC) (6.7 g, 0.031 mol) for five minutes. Solid NaOAc (2.55 g, 0.031 mol) and 4Å molecular sieves were added, followed by a solution of 4-1 (4.75 g, 0.02 mol) in CH2Cl2 (50 mL). The reaction was stirred for 3 h, diluted with 400 mL of Et2O, and filtered through a pad of silica gel. The silica gel was washed with 1 L of Et2O and 0.5 L of 1:1 Et2O/CHCl3. The organic solutions were combined, concentrated to give a greenish oil... As a reaction SMILES: [CH3:26][C:27](=[O:28])[OH:29].[CH3:30][N:31]([NH2:32])[C:33](=[O:34])[NH2:35].[CH3:36][OH:37].[n:1]1[cH:2][cH:3][cH:4][c:5]2[cH:6][c:7]([C:11]3([c:14]4[n:15][n:16][c:17]5[n:18]4[n:19][c:20]([C:23]([CH3:24])=[O:25])[cH:21][cH:22]5)[CH2:12][CH2:13]3)[cH:8][cH:9][c:10]12>>[n:1]1[cH:2][cH:3][cH:4][c:5]2[cH:6][c:7]([C:11]3([c:14]4[n:15][n:16][c:17]5[n:18]4[n:19][c:20]([C:23]([CH3:24])=[N:32][N:31]([CH3:30])[C:33](=[O:34])[NH2:35])[cH:21][cH:22]5)[CH2:12][CH2:13]3)[cH:8][cH:9][c:10]12. Starting materials: CC(=O)O, CN(N)C(N)=O, CO, CC(=O)c1ccc2nnc(C3(c4ccc5ncccc5c4)CC3)n2n1. The product is CC(=NN(C)C(N)=O)c1ccc2nnc(C3(c4ccc5ncccc5c4)CC3)n2n1.